Dataset: the Open Reaction Database (ORD), a public repository of structured organic reaction records. Task: describe an organic reaction: reactants, conditions, products, and yield Starting materials: [OH-].[Na+] (sodium hydroxide), Cl (hydrochloric acid), ClC=1C(=NC=CC1)N1N=C(C=C1C(=O)OC)\C=C\N1N=C(N=N1)C(F)(F)F (methyl 1-(3-chloropyridin-2-yl)-3-{(E)-2-[5-(trifluoromethyl)-2H-tetrazol-2-yl]vinyl}-1H-pyrazole-5-carboxylate), ClC=1C(=NC=CC1)N1N=C(C=C1C(=O)OC)\C=C\N1N=NN=C1C(F)(F)F (methyl 1-(3-chloropyridin-2-yl)-3-{(E)-2-[5-(trifluoromethyl)-1H-tetrazol-1-yl]vinyl}-1H-pyrazole-5-carboxylate). Solvent: C(C)O (ethanol), O (water). Conditions: time 1 hour. Product: ClC=1C(=NC=CC1)N1N=C(C=C1C(=O)O)\C=C\N1N=C(N=N1)C(F)(F)F (1-(3-chloropyridin-2-yl)-3-{(E)-2-[5-(trifluoromethyl)-2H-tetrazol-2-yl]vinyl}-1H-pyrazole-5-carboxylic acid). Isolated yield 48.5%. As a reaction SMILES: [Cl:1][C:2]1[C:3]([N:8]2[C:12]([C:13]([O:15]C)=[O:14])=[CH:11][C:10](/[CH:17]=[CH:18]/[N:19]3[N:23]=[N:22][C:21]([C:24]([F:27])([F:26])[F:25])=[N:20]3)=[N:9]2)=[N:4][CH:5]=[CH:6][CH:7]=1.ClC1C(N2C(C(OC)=O)=CC(/C=C/N3C(C(F)(F)F)=NN=N3)=N2)=NC=CC=1.[OH-].[Na+].Cl>C(O)C.O>[Cl:1][C:2]1[C:3]([N:8]2[C:12]([C:13]([OH:15])=[O:14])=[CH:11][C:10](/[CH:17]=[CH:18]/[N:19]3[N:23]=[N:22][C:21]([C:24]([F:26])([F:25])[F:27])=[N:20]3)=[N:9]2)=[N:4][CH:5]=[CH:6][CH:7]=1 |f:2.3|. Procedure: 88.7 mg (0.23 mmol) of methyl 1-(3-chloropyridin-2-yl)-3-{(E)-2-[5-(trifluoromethyl)-2H-tetrazol-2-yl]vinyl}-1H-pyrazole-5-carboxylate and methyl 1-(3-chloropyridin-2-yl)-3-{(E)-2-[5-(trifluoromethyl)-1H-tetrazol-1-yl]vinyl}-1H-pyrazole-5-carboxylate in a ratio of 66:34 were dissolved in 5.0 ml of ethanol, and 26.6 mg (0.29 mmol) of 45% strength aqueous sodium hydroxide solution were added. After 1 hour of stirring at room temperature, the mixture was diluted with water and acidified with dilute... Starting materials: FC1=CC=C(C=C1)C1=C2C(CC(OC2=CC(=C1[C@H](C1=CC=C(C=C1)C(F)(F)F)F)C(C)C)(C)C)=O (5-(4-fluorophenyl)-6-{(S)-fluoro[4-(trifluoromethyl)phenyl]methyl}-7-isopropyl-2,2-dimethyl-2,3-dihydro-4H-chromen-4-one), N[C@H]1[C@H](CC2=CC=CC=C12)O ((1R,2S)-1-aminoindan-2-ol), CO (Methanol). Solvent: O1CCCC1 (tetrahydrofuran), O1CCCC1 (tetrahydrofuran). Conditions: time 30 minute. Yields the product FC1=CC=C(C=C1)C1=C2[C@H](CC(OC2=CC(=C1CC1=CC=C(C=C1)C(F)(F)F)C(C)C)(C)C)O ((4S)-5-(4-Fluorophenyl)-7-isopropyl-2,2-dimethyl-6-[4-(trifluoromethyl)benzyl]chroman-4-ol). As a reaction SMILES: N[C@@H]1C2C(=CC=CC=2)C[C@@H]1O.[F:12][C:13]1[CH:18]=[CH:17][C:16]([C:19]2[C:28]([C@@H:29](F)[C:30]3[CH:35]=[CH:34][C:33]([C:36]([F:39])([F:38])[F:37])=[CH:32][CH:31]=3)=[C:27]([CH:41]([CH3:43])[CH3:42])[CH:26]=[C:25]3[C:20]=2[C:21](=[O:46])[CH2:22][C:23]([CH3:45])([CH3:44])[O:24]3)=[CH:15][CH:14]=1.CO>O1CCCC1>[F:12][C:13]1[CH:14]=[CH:15][C:16]([C:19]2[C:28]([CH2:29][C:30]3[CH:35]=[CH:34][C:33]([C:36]([F:37])([F:38])[F:39])=[CH:32][CH:31]=3)=[C:27]([CH:41]([CH3:42])[CH3:43])[CH:26]=[C:25]3[C:20]=2[C@@H:21]([OH:46])[CH2:22][C:23]([CH3:44])([CH3:45])[O:24]3)=[CH:17][CH:18]=1. Procedure: 87 μl (490 μmol) of borane/N,N-diethylaniline complex are added slowly to a solution of 2.8 mg (20 μmol) of (1R,2S)-1-aminoindan-2-ol in 3 ml of tetrahydrofuran, and the mixture is stirred at room temperature for 30 min. A solution of 60 mg (120 μmol) of 5-(4-fluorophenyl)-6-{(S)-fluoro[4-(trifluoromethyl)phenyl]methyl}-7-isopropyl-2,2-dimethyl-2,3-dihydro-4H-chromen-4-one (Example 22A) in 3 ml of tetrahydrofuran are then slowly added dropwise, and the mixture is stirred at room temperature for ... The reactants are CCOC(=O)CBr, CC(=O)[O-], CCO, Cc1cc(N)cc(C)c1Oc1ccc2[nH]cc(C(C)C)c2c1, [Na+], O. Product: CCOC(=O)CNc1cc(C)c(Oc2ccc3[nH]cc(C(C)C)c3c2)c(C)c1. As a reaction SMILES: [Br:23][CH2:24][C:25](=[O:26])[O:27][CH2:28][CH3:29].[CH3:31][C:32](=[O:33])[O-:34].[CH3:36][CH2:37][OH:38].[CH:1]([CH3:2])([CH3:3])[c:4]1[cH:5][nH:6][c:7]2[cH:8][cH:9][c:10]([O:13][c:14]3[c:15]([CH3:22])[cH:16][c:17]([NH2:21])[cH:18][c:19]3[CH3:20])[cH:11][c:12]12.[Na+:30].[OH2:35]>>[CH:1]([CH3:2])([CH3:3])[c:4]1[cH:5][nH:6][c:7]2[cH:8][cH:9][c:10]([O:13][c:14]3[c:15]([CH3:22])[cH:16][c:17]([NH:21][CH2:24][C:25](=[O:26])[O:27][CH2:28][CH3:29])[cH:18][c:19]3[CH3:20])[cH:11][c:12]12. Reactants: O=C1N(C=2C(=NC=CC2)N1)C1CCN(CC1)C1=CC(=NC=N1)C(=O)O (6-[4-(2-oxo-2,3-dihydroimidazo[4,5-b]pyridin-1-yl)-piperidin-1-yl]-pyrimidine-4-carboxylic acid), CN(C)C(=[N+](C)C)ON1C2=C(C=CC=C2)N=N1.[B-](F)(F)(F)F (TBTU), N1C(CC2=CC=CC=C12)CO ((2,3-dihydro-1H-indole-2-yl)-methanol), TEA. The solvent is CN(C)C=O (DMF). Conditions: time 8 hour. The product is OCC1N(C2=CC=CC=C2C1)C(=O)C1=CC(=NC=N1)N1CCC(CC1)N1C(NC2=NC=CC=C21)=O (1-{1-[6-(2-hydroxymethyl-2,3-dihydro-indole-1-carbonyl)-pyrimidin-4-yl]-piperidin-4-yl}-1,3-dihydro-imidazo[4,5-b]pyridin-2-one). As a reaction SMILES: [O:1]=[C:2]1[NH:10][C:5]2=[N:6][CH:7]=[CH:8][CH:9]=[C:4]2[N:3]1[CH:11]1[CH2:16][CH2:15][N:14]([C:17]2[N:22]=[CH:21][N:20]=[C:19]([C:23]([OH:25])=O)[CH:18]=2)[CH2:13][CH2:12]1.[NH:26]1[C:34]2[C:29](=[CH:30][CH:31]=[CH:32][CH:33]=2)[CH2:28][CH:27]1[CH2:35][OH:36].CN(C(ON1N=NC2C=CC=CC1=2)=[N+](C)C)C.[B-](F)(F)(F)F>CN(C=O)C>[OH:36][CH2:35][CH:27]1[CH2:28][C:29]2[C:34](=[CH:33][CH:32]=[CH:31][CH:30]=2)[N:26]1[C:23]([C:19]1[N:20]=[CH:21][N:22]=[C:17]([N:14]2[CH2:13][CH2:12][CH:11]([N:3]3[C:4]4[C:5](=[N:6][CH:7]=[CH:8][CH:9]=4)[NH:10][C:2]3=[O:1])[CH2:16][CH2:15]2)[CH:18]=1)=[O:25] |f:2.3|. Procedure: 85 mg (0.25 mmol) 6-[4-(2-oxo-2,3-dihydroimidazo[4,5-b]pyridin-1-yl)-piperidin-1-yl]-pyrimidine-4-carboxylic acid and 45 mg (0.30 mmol) (2,3-dihydro-1H-indole-2-yl)-methanol in 50 μL (0.36 mmol) TEA and 0.90 mL DMF were combined with 85 mg (0.27 mmol) TBTU and stirred overnight at RT. Then the reaction mixture was purified by preparative HPLC-MS. The product-containing fractions were combined and freeze-dried. Reactants: FC1=CC=C(C=C1)[N+](=O)[O-] (1-fluoro-4-nitrobenzene), C(C1=CC=CC=C1)N (benzylamine). The product is C(C1=CC=CC=C1)NC1=CC=C(C=C1)[N+](=O)[O-] (4-benzylamino-nitrobenzene). Reaction SMILES: F[C:2]1[CH:7]=[CH:6][C:5]([N+:8]([O-:10])=[O:9])=[CH:4][CH:3]=1.[CH2:11]([NH2:18])[C:12]1[CH:17]=[CH:16][CH:15]=[CH:14][CH:13]=1>>[CH2:11]([NH:18][C:2]1[CH:7]=[CH:6][C:5]([N+:8]([O-:10])=[O:9])=[CH:4][CH:3]=1)[C:12]1[CH:17]=[CH:16][CH:15]=[CH:14][CH:13]=1. Procedure: Prepared from 1-fluoro-4-nitrobenzene and benzylamine Reactants: N1=C(N)N=C(N)N=C1N (melamine), C=O (formalin), [OH-].[Na+] (caustic soda), ( 15 ), [Na] (sodium), C(C=C)(=O)O.C(C(=C)CC(=O)O)(=O)O (acrylic acid itaconic acid), ( 30 ), C(C=C)(=O)O.C(C(=C)CC(=O)O)(=O)O (acrylic acid itaconic acid), [OH-].[Na+] (caustic soda), sulfonic acid. Run in O (water). Yields the product N1=C(N)N=C(N)N=C1N.C=O (melamine/formaldehyde). Reaction SMILES: [Na].[C:2](O)(=[O:5])C=C.C(O)(=O)C(CC(O)=O)=C.[OH-].[Na+].[N:18]1[C:25]([NH2:26])=[N:24][C:22]([NH2:23])=[N:21][C:19]=1[NH2:20].C=O>O>[N:18]1[C:25]([NH2:26])=[N:24][C:22]([NH2:23])=[N:21][C:19]=1[NH2:20].[CH2:2]=[O:5] |f:1.2,3.4,8.9,^1:0|. Procedure details: Fifteen (15) parts of a partial sodium salt of an acrylic acid/itaconic acid copolymer was dissolved in 135 parts of deionized water to obtain a 10-% aqueous solution. Thirty (30) parts of this 10-% aqueous solution containing the acrylic acid/itaconic acid copolymer was mixed with 60 parts of the 10-% aqueous solution of the sulfonic acid-modified polyvinyl alcohol used in Example 2, and then the mixture was adjusted to a pH of 4.8 by addition of a 20-% aqueous caustic soda. This mixture was fu...